From a dataset of the Open Reaction Database (ORD), a public repository of structured organic reaction records. describe an organic reaction: reactants, conditions, products, and yield Starting materials: CCCO, O=C(N=NC(=O)N1CCCCC1)N1CCCCC1, NC(=O)Nc1[nH]c2cc(O)ccc2c1C(N)=O, C1CCOC1. Yields the product CCCOc1ccc2c(C(N)=O)c(NC(N)=O)[nH]c2c1. RXN SMILES: [CH2:1]([CH2:2][CH3:3])[OH:4].[N:5]([C:6]([N:7]1[CH2:8][CH2:9][CH2:10][CH2:11][CH2:12]1)=[O:13])=[N:14][C:15]([N:16]1[CH2:17][CH2:18][CH2:19][CH2:20][CH2:21]1)=[O:22].[NH2:23][C:24](=[O:25])[NH:26][c:27]1[nH:28][c:29]2[cH:30][c:31]([OH:39])[cH:32][cH:33][c:34]2[c:35]1[C:36](=[O:37])[NH2:38].[O:40]1[CH2:41][CH2:42][CH2:43][CH2:44]1>>[CH2:1]([CH2:2][CH3:3])[O:39][c:31]1[cH:30][c:29]2[nH:28][c:27]([NH:26][C:24]([NH2:23])=[O:25])[c:35]([C:36](=[O:37])[NH2:38])[c:34]2[cH:33][cH:32]1. Starting materials: 28, solution, C1(CCCC2=CC=CC=C12)=O (1-tetralone), RuCl2[(2R,2′R,3S,3′S)-MeO-BIBOP](amqui), CC(C)(C)[O-].[K+] (t-BuOK), C(C)(C)(C)O (tert-butanol). Run in C(C)(C)O (isopropanol). Reaction conditions: temperature 60 celsius, time 20 hour. The product is [C@H]1(CCCC2=CC=CC=C12)O ((R)-1,2,3,4-tetrahydro-1-naphthol). Yield: 98.0%. As a reaction SMILES: [C:1]1(=[O:11])[C:10]2[C:5](=[CH:6][CH:7]=[CH:8][CH:9]=2)[CH2:4][CH2:3][CH2:2]1.CC([O-])(C)C.[K+].C(O)(C)(C)C>C(O)(C)C>[C@H:1]1([OH:11])[C:10]2[C:5](=[CH:6][CH:7]=[CH:8][CH:9]=2)[CH2:4][CH2:3][CH2:2]1 |f:1.2|. Procedure details: General procedure for hydrogenation: Hydrogenation of 28 illustrates the typical reaction procedure: To a mixture of 1-tetralone, 28, (10.0 g, 66.4 mmol) and RuCl2[(2R,2′R,3S,3′S)-MeO-BIBOP](amqui), 27, (1.0 mg, 0.001 mmol, 0.002 mol %) was added isopropanol (40 mL) and a 1 M solution of t-BuOK in tert-butanol (1.33 mL, 1.33 mmol, 0.02 equiv). The autoclave reactor was first purged with nitrogen, then with hydrogen, and then the reaction mixture was stirred at 60° C. under 400 psi of hydrogen fo... The reactants are C(C1=CC=CC=C1)OC=1C=C(C2=C(N=C(S2)C)C1)Br (5-(benzyloxy)-7-bromo-2-methylbenzo[d]thiazole), Cl (HCl), C(C)(C)(C)P(C1=C(C=CC=C1)C1=C(C=C(C=C1C(C)C)C(C)C)C(C)C)C(C)(C)C (2-Di-tert-butylphosphino-2′,4′,6′-triisopropylbiphenyl), [OH-].[K+] (KOH). Solvent: O1CCOCC1 (1,4-dioxane), CCOC(=O)C (EtOAc), O (water). Conditions: temperature 90 celsius, time 1 hour. The product is C(C1=CC=CC=C1)OC=1C=C(C2=C(N=C(S2)C)C1)O (5-(benzyloxy)-2-methylbenzo[d]thiazol-7-ol). Reaction SMILES: [CH2:1]([O:8][C:9]1[CH:10]=[C:11](Br)[C:12]2[S:16][C:15]([CH3:17])=[N:14][C:13]=2[CH:18]=1)[C:2]1[CH:7]=[CH:6][CH:5]=[CH:4][CH:3]=1.C(P(C(C)(C)C)C1C=CC=CC=1C1C(C(C)C)=CC(C(C)C)=CC=1C(C)C)(C)(C)C.[OH-:50].[K+].Cl>O1CCOCC1.CCOC(C)=O.O>[CH2:1]([O:8][C:9]1[CH:10]=[C:11]([OH:50])[C:12]2[S:16][C:15]([CH3:17])=[N:14][C:13]=2[CH:18]=1)[C:2]1[CH:7]=[CH:6][CH:5]=[CH:4][CH:3]=1 |f:2.3|. Procedure: 5-(benzyloxy)-7-bromo-2-methylbenzo[d]thiazole 4.03D (560 mg, 1.7 mmol) Pd2(dba)3 (77 mg, 0.084 mmol), and 2-Di-tert-butylphosphino-2′,4′,6′-triisopropylbiphenyl (142 mg, 0.335 mmol) were taken up in 1,4-dioxane (6 mL) under Ar. Aqueous 2 M KOH (2.5 mL, 5 mmol) was added and the mixture was heated to 90° C. After 1 h, the mixture was cooled to r.t. and was diluted with EtOAc (50 mL), and water (30 mL). The aqueous phase was and acidified with 3 M aqueous HCl (1.8 mL, 5.4 mmol). The phases were s... Starting materials: C(C)(C)(C)OC(CN(C1CCC1)C(C(CSC(C)=O)C)=O)=O (N-(3-acetylthio-2-methyl-propanoyl)-N-cyclobutylglycine t-butyl ester), C[Si](C)(C)I (trimethylsilyl iodide). The solvent is C(Cl)Cl (methylene chloride). Conditions: time 40 minute. Product: C(C)(=O)SCC(C(=O)N(CC(=O)O)C1CCC1)C (N-(3-Acetylthio-2-methylpropanoyl)-N-cyclobutylglycine). The yield is 93.2%. RXN SMILES: C([O:5][C:6](=[O:22])[CH2:7][N:8]([C:13](=[O:21])[CH:14]([CH3:20])[CH2:15][S:16][C:17](=[O:19])[CH3:18])[CH:9]1[CH2:12][CH2:11][CH2:10]1)(C)(C)C.C[Si](I)(C)C>C(Cl)Cl>[C:17]([S:16][CH2:15][CH:14]([CH3:20])[C:13]([N:8]([CH:9]1[CH2:10][CH2:11][CH2:12]1)[CH2:7][C:6]([OH:22])=[O:5])=[O:21])(=[O:19])[CH3:18]. Procedure: To a stirred, argon flushed solution of N-(3-acetylthio-2-methyl-propanoyl)-N-cyclobutylglycine t-butyl ester (28.4 g, 0.086 mol) in methylene chloride was added trimethylsilyl iodide (18.0 g, 0.09 mol). After stirring at room temperature for 40 minutes the reaction was quenched by the addition of 50 ml of water. To this mixture, after stirring for 1 hour, was added 150 ml of 4% aqueous HCl, and the mixture was extracted with methylene chloride. The organic extracts were combined, dried over MgS... Starting materials: NC1=C(C=CC=C1OC1=CC(=CC(=C1)Cl)Cl)CC(=O)OCC (ethyl 2-[2-amino-3-(3,5-dichlorophenoxy)phenyl]acetate), [OH-].[Na+] (sodium hydroxide). The solvent is O (water). Yields the product NC1=C(C=CC=C1OC1=CC(=CC(=C1)Cl)Cl)CC(=O)O (2-[2-amino-3-(3,5-dichlorophenoxy)phenyl]acetic acid). Isolated yield 71.1%. RXN SMILES: [NH2:1][C:2]1[C:7]([O:8][C:9]2[CH:14]=[C:13]([Cl:15])[CH:12]=[C:11]([Cl:16])[CH:10]=2)=[CH:6][CH:5]=[CH:4][C:3]=1[CH2:17][C:18]([O:20]CC)=[O:19].[OH-].[Na+]>O>[NH2:1][C:2]1[C:7]([O:8][C:9]2[CH:10]=[C:11]([Cl:16])[CH:12]=[C:13]([Cl:15])[CH:14]=2)=[CH:6][CH:5]=[CH:4][C:3]=1[CH2:17][C:18]([OH:20])=[O:19] |f:1.2|. Procedure: A mixture of ethyl 2-[2-amino-3-(3,5-dichlorophenoxy)phenyl]acetate (6.9 g.), sodium hydroxide (1.6 g.) and water (50 ml.) was treated in a similar manner to that of Example 5-(2). The resultant residue (6.2 g.) was crystallized with a mixture of ethyl acetate and n-hexane to give white crystals of 2-[2-amino-3-(3,5-dichlorophenoxy)phenyl]acetic acid (4.5 g.). mp 113° to 115° C.